This data is from the Open Reaction Database (ORD), a public repository of structured organic reaction records. The task is: describe an organic reaction: reactants, conditions, products, and yield Starting materials: COC=1C=C(C=CC1OC)\C=C(/C#N)\C1=CC=C(C=C1)O ((Z)-3-(3,4-dimethoxy-phenyl)-2-(4-hydroxy-phenyl)-acrylonitrile), C(C)(=O)OC(C)=O (acetic anhydride). Run in N1=CC=CC=C1 (pyridine). The product is C(C)(=O)OC1=CC=C(C=C1)/C(=C/C1=CC(=C(C=C1)OC)OC)/C#N (4-[(Z)-1-cyano-2-(3,4-dimethoxy-phenyl)-vinyl]phenyl acetate). Yield: 94.0%. Reaction SMILES: [CH3:1][O:2][C:3]1[CH:4]=[C:5](/[CH:11]=[C:12](/[C:15]2[CH:20]=[CH:19][C:18]([OH:21])=[CH:17][CH:16]=2)\[C:13]#[N:14])[CH:6]=[CH:7][C:8]=1[O:9][CH3:10].[C:22](OC(=O)C)(=[O:24])[CH3:23]>N1C=CC=CC=1>[C:22]([O:21][C:18]1[CH:17]=[CH:16][C:15](/[C:12](/[C:13]#[N:14])=[CH:11]/[C:5]2[CH:6]=[CH:7][C:8]([O:9][CH3:10])=[C:3]([O:2][CH3:1])[CH:4]=2)=[CH:20][CH:19]=1)(=[O:24])[CH3:23]. Reported procedure: Compound 48 (1.41 g) was acetylated with acetic anhydride and pyridine in accordance with a customary method, to thereby produce the target product (1.52 g, yield: 94%). The reactants are C1CCOC1, [O-]P(OCC(F)(F)F)OCC(F)(F)F, ClCc1cn(C(c2ccccc2)(c2ccccc2)c2ccccc2)cn1. Product: O=P(Cc1cn(C(c2ccccc2)(c2ccccc2)c2ccccc2)cn1)(OCC(F)(F)F)OCC(F)(F)F. RXN SMILES: [CH2:41]1[O:42][CH2:43][CH2:44][CH2:45]1.[F:1][C:2]([CH2:3][O:4][P:5]([O:6][CH2:7][C:8]([F:9])([F:10])[F:11])[O-:12])([F:13])[F:14].[c:15]1([C:21]([n:22]2[cH:23][n:24][c:25]([CH2:27][Cl:28])[cH:26]2)([c:29]2[cH:30][cH:31][cH:32][cH:33][cH:34]2)[c:35]2[cH:36][cH:37][cH:38][cH:39][cH:40]2)[cH:16][cH:17][cH:18][cH:19][cH:20]1>>[F:1][C:2]([CH2:3][O:4][P:5]([O:6][CH2:7][C:8]([F:9])([F:10])[F:11])(=[O:12])[CH2:27][c:25]1[n:24][cH:23][n:22]([C:21]([c:15]2[cH:16][cH:17][cH:18][cH:19][cH:20]2)([c:29]2[cH:30][cH:31][cH:32][cH:33][cH:34]2)[c:35]2[cH:36][cH:37][cH:38][cH:39][cH:40]2)[cH:26]1)([F:13])[F:14]. The reactants are C(CCCCCCCCC)OC1=C2C=CC=NC2=C(C=C1OC)[N+](=O)[O-] (5-decoxy-6-methoxy-8-nitroquinoline), C(CCC)OCCCC (butyl ether), C(C)(=O)O (acetic acid). The reagents and catalysts are [Fe] (iron). Solvent: O (water). Product: NC=1C=C(C(=C2C=CC=NC12)OCCCCCCCCCC)OC (8-Amino-5-(n-decoxy)-6-methoxyquinoline). Isolated yield 83.8%. Reaction SMILES: [CH2:1]([O:11][C:12]1[C:21]([O:22][CH3:23])=[CH:20][C:19]([N+:24]([O-])=O)=[C:18]2[C:13]=1[CH:14]=[CH:15][CH:16]=[N:17]2)[CH2:2][CH2:3][CH2:4][CH2:5][CH2:6][CH2:7][CH2:8][CH2:9][CH3:10].C(OCCCC)CCC.C(O)(=O)C>[Fe].O>[NH2:24][C:19]1[CH:20]=[C:21]([O:22][CH3:23])[C:12]([O:11][CH2:1][CH2:2][CH2:3][CH2:4][CH2:5][CH2:6][CH2:7][CH2:8][CH2:9][CH3:10])=[C:13]2[C:18]=1[N:17]=[CH:16][CH:15]=[CH:14]2. Procedure details: A stirred mixture of 4.7 g (0.013 mole) of 5-decoxy-6-methoxy-8-nitroquinoline, 12 g of degreased 40 mesh iron filings, 6 ml of butyl ether, 6 ml of acetic acid and 30 ml of water was heated at 100° for 2 hr, cooled and filtered. The solid was washed with water, dried and extracted with diethyl ether. Evaporation of the diethyl ether, solution of the residue in petroleum ether (20°-40°) and cooling in Dry-Ice acetone gave 3.6 g of pale green solid. Two crystallizations from petroleum ether (20°-...